Dataset: the Open Reaction Database (ORD), a public repository of structured organic reaction records. Task: describe an organic reaction: reactants, conditions, products, and yield The reactants are O=C=NC1CC(CN=C=O)(CC(C1)(C)C)C (isophorone diisocyanate), COC1=CC=C(O)C=C1 (hydroquinone monomethyl ether), C(C=C)(=O)OCC(COC(C=C)=O)(COC(C=C)=O)CO (pentaerythritol triacrylate), C(CCCCCCCCCCC)(=O)[O-].C(CCCCCCCCCCC)(=O)[O-].C(CCC)[Sn+2]CCCC (dibutyltin dilaurate). Run at time 6 hour. Yields the product C(C=C)(=O)O.NC(=O)OCC (urethane acrylate), O=C=NC1CC(CN=C=O)(CC(C1)(C)C)C (isophorone diisocyanate), C(C=C)(=O)OCC(COC(C=C)=O)(COC(C=C)=O)CO (pentaerythritol triacrylate). Reaction SMILES: [C:1]([O:5][CH2:6][C:7]([CH2:20][OH:21])([CH2:14][O:15][C:16](=[O:19])[CH:17]=[CH2:18])[CH2:8][O:9][C:10](=[O:13])[CH:11]=[CH2:12])(=[O:4])[CH:2]=[CH2:3].[O:22]=[C:23]=[N:24][CH:25]1[CH2:34][C:33]([CH3:36])([CH3:35])[CH2:32][C:27]([CH3:37])([CH2:28][N:29]=[C:30]=[O:31])[CH2:26]1.COC1C=CC(O)=CC=1.C([O-])(=O)CCCCCCCCCCC.C([O-])(=O)CCCCCCCCCCC.C([Sn+2]CCCC)CCC>>[C:1]([OH:5])(=[O:4])[CH:2]=[CH2:3].[NH2:24][C:1]([O:5][CH2:6][CH3:7])=[O:4].[O:22]=[C:23]=[N:24][CH:25]1[CH2:34][C:33]([CH3:36])([CH3:35])[CH2:32][C:27]([CH3:37])([CH2:28][N:29]=[C:30]=[O:31])[CH2:26]1.[C:16]([O:15][CH2:14][C:7]([CH2:20][OH:21])([CH2:8][O:9][C:10](=[O:13])[CH:11]=[CH2:12])[CH2:6][O:5][C:1](=[O:4])[CH:2]=[CH2:3])(=[O:19])[CH:17]=[CH2:18] |f:3.4.5,6.7|. Procedure details: Into a 1-liter separable flask were put 667 parts (2 mol) of pentaerythritol triacrylate (manufactured by Nippon Kayaku, trade name: KAYARAD PET-30), 222 g (1 mol) of isophorone diisocyanate and 0.18 parts of hydroquinone monomethyl ether. With stirring, air was introduced into the liquid through a glass tube, and the liquid temperature was made to be 70° C. Thereto was added 0.18 parts of dibutyltin dilaurate and while the reaction temperature was adjusted to be between 70 and 80° C., reaction ... The reactants are CC(=O)[O-], CC(=O)OC(C)=O, [Na+], C=C(CC(=O)Nc1ccccc1)C(=O)O. Yields the product C=C1CC(=O)N(c2ccccc2)C1=O. Reaction SMILES: [C:16]([O-:17])(=[O:18])[CH3:19].[CH3:21][C:22]([O:23][C:24]([CH3:25])=[O:26])=[O:27].[Na+:20].[c:1]1([NH:7][C:8](=[O:9])[CH2:10][C:11]([C:12](=[O:13])[OH:14])=[CH2:15])[cH:2][cH:3][cH:4][cH:5][cH:6]1>>[c:1]1([N:7]2[C:8](=[O:9])[CH2:10][C:11](=[CH2:15])[C:12]2=[O:13])[cH:2][cH:3][cH:4][cH:5][cH:6]1. The reactants are NC1=CC=C(CN)C=C1 (4-Aminobenzylamine), CC1=CC(=NO1)C(=O)Cl (5-methyl-3-isoxazoyl chloride). Product: CC1=CC(=NO1)C(=O)NCC1=CC=C(C=C1)N (N-(5-Methylisoxaz-3-oyl)-4-Aminobenzylamine). As a reaction SMILES: [NH2:1][C:2]1[CH:9]=[CH:8][C:5]([CH2:6][NH2:7])=[CH:4][CH:3]=1.[CH3:10][C:11]1[O:15][N:14]=[C:13]([C:16](Cl)=[O:17])[CH:12]=1>>[CH3:10][C:11]1[O:15][N:14]=[C:13]([C:16]([NH:7][CH2:6][C:5]2[CH:8]=[CH:9][C:2]([NH2:1])=[CH:3][CH:4]=2)=[O:17])[CH:12]=1. Reported procedure: 4-Aminobenzylamine (265 mg, 2.17 mmol) and 5-methyl-3-isoxazoyl chloride (316 mg, 2.17 mmol) were converted to the title compound by the procedure of Preparation 1 except that a 2:1 mixture of mono to bis acylated products resulted which were separated by partitioning the mixture in 100 mL of ethyl acetate and 100 mL of 1N aqueous hydrochloric acid. The organic was extracted an additional two times with the acid and the combined acid extracts were made basic (about pH 8) with saturated aqueous s... Starting materials: P(Br)(Br)Br (Phosphorus tribromide), OCCC1=CC=C(C=C1)CC(=O)OC (methyl 4-(2-hydroxyethyl)phenylacetate), Ice. The solvent is C(Cl)(Cl)(Cl)Cl (carbon tetrachloride). The product is BrCCC1=CC=C(C=C1)CC(=O)OC (methyl 4-(2-bromoethyl)phenylacetate). Reaction SMILES: P(Br)(Br)[Br:2].O[CH2:6][CH2:7][C:8]1[CH:13]=[CH:12][C:11]([CH2:14][C:15]([O:17][CH3:18])=[O:16])=[CH:10][CH:9]=1>C(Cl)(Cl)(Cl)Cl>[Br:2][CH2:6][CH2:7][C:8]1[CH:13]=[CH:12][C:11]([CH2:14][C:15]([O:17][CH3:18])=[O:16])=[CH:10][CH:9]=1. Procedure details: Phosphorus tribromide (1.42 g) was added, dropwise, to a solution of methyl 4-(2-hydroxyethyl)phenylacetate (2.7 g--see Preparation 21) in carbon tetrachloride (20 ml) at 0°. When the addition was complete, the mixture was allowed to warm to room temperature and then heated under reflux for 2 hours. Ice (100 g) was added and the mixture was partitioned between dichloromethane (50 ml) and saturated aqueous sodium bicarbonate (50 ml). The layers were separated and the aqueous layer extracted with ... Starting materials: O=C(CC(=O)OCC)C1CCOCC1 (ethyl 3-oxo-3-(tetrahydro-2H-pyran-4-yl)propanoate), Cl (HCl), O1CCOCC1 (dioxane), NC1=C(C(NN1)=O)CC1=C(C(=CC=C1)C(F)(F)F)C (5-amino-4-{[2-methyl-3-(trifluoromethyl)phenyl]methyl}-1,2-dihydro-3H-pyrazol-3-one). Solvent: C(C)O (ethanol). The product is CC1=C(CC=2C(=NN3C2N=C(C=C3O)C3CCOCC3)O)C=CC=C1C(F)(F)F (3-(2-methyl-3-(trifluoromethyl)benzyl)-5-(tetrahydro-2H-pyran-4-yl)pyrazolo[1,5-a]pyrimidine-2,7-diol). As a reaction SMILES: [NH2:1][C:2]1[NH:6][NH:5][C:4](=[O:7])[C:3]=1[CH2:8][C:9]1[CH:14]=[CH:13][CH:12]=[C:11]([C:15]([F:18])([F:17])[F:16])[C:10]=1[CH3:19].O=[C:21]([CH:28]1[CH2:33][CH2:32][O:31][CH2:30][CH2:29]1)[CH2:22][C:23](OCC)=[O:24].Cl.O1CCOCC1>C(O)C>[CH3:19][C:10]1[C:11]([C:15]([F:17])([F:18])[F:16])=[CH:12][CH:13]=[CH:14][C:9]=1[CH2:8][C:3]1[C:4]([OH:7])=[N:5][N:6]2[C:23]([OH:24])=[CH:22][C:21]([CH:28]3[CH2:33][CH2:32][O:31][CH2:30][CH2:29]3)=[N:1][C:2]=12. Procedure details: To a suspension of 5-amino-4-{[2-methyl-3-(trifluoromethyl)phenyl]methyl}-1,2-dihydro-3H-pyrazol-3-one (136 mg, 0.5 mmol) in ethanol (1 mL) were added ethyl 3-oxo-3-(tetrahydro-2H-pyran-4-yl)propanoate (100 mg, 0.5 mmol) and 4 M HCl solution in dioxane (25 uL, 0.1 mmol). The reaction mixture was irradiated (microwave) at 110° C. for 30 minutes. Reaction was cooled down. The precipitate was collected by filtration. It was washed with acetic acid (1 mL), then methanol (1 mL) and dried. The titled ...